From a dataset of the Open Reaction Database (ORD), a public repository of structured organic reaction records. describe an organic reaction: reactants, conditions, products, and yield Starting materials: [H-].[Al+3].[Li+].[H-].[H-].[H-] (lithium aluminum hydride), O (water), [OH-].[K+] (potassium hydroxide), [Si](C)(C)(C(C)(C)C)OC1CCC(CC1)C(=O)OC (Methyl 4-{[tert-butyl(dimethyl)silyl]oxy}cyclohexanecarboxylate). The solvent is C(C)OCC (diethyl ether), C(C)OCC (diethyl ether), C(C)OCC (diethyl ether). Reaction conditions: time 20 hour. The product is [Si](C)(C)(C(C)(C)C)OC1CCC(CC1)CO ((4-{[tert-Butyl(dimethyl)silyl]oxy}cyclohexyl)methanol). As a reaction SMILES: [Si:1]([O:8][CH:9]1[CH2:14][CH2:13][CH:12]([C:15](OC)=[O:16])[CH2:11][CH2:10]1)([C:4]([CH3:7])([CH3:6])[CH3:5])([CH3:3])[CH3:2].[H-].[Al+3].[Li+].[H-].[H-].[H-].O.[OH-].[K+]>C(OCC)C>[Si:1]([O:8][CH:9]1[CH2:10][CH2:11][CH:12]([CH2:15][OH:16])[CH2:13][CH2:14]1)([C:4]([CH3:7])([CH3:6])[CH3:5])([CH3:3])[CH3:2] |f:1.2.3.4.5.6,8.9|. Procedure: 200 mg (0.59 mmol) of the crude product from Example 9A (80% pure) are dissolved in 1.5 ml of diethyl ether. At RT, this solution is added dropwise to a suspension of 13.4 mg (0.35 mmol) of lithium aluminum hydride in 1.5 ml of diethyl ether. The mixture is stirred at RT for 20 h. 12 μl of water, 12 μl of 15% strength aqueous potassium hydroxide solution and 3 ml of diethyl ether are then added, and the mixture is stirred at RT for 30 min. The reaction mixture is then filtered through a cartridg... Reactants: C(#N)C1=CC=C(CN2C(=NC(=C2CO)Cl)CCCC)C=C1 (1-(4-cyanobenzyl)-2-butyl-4-chloro-5-hydroxymethylimidazole), [H-].C(C(C)C)[Al+]CC(C)C (diisobutylaluminum hydride), [OH-].[Na+] (sodium hydroxide). Solvent: ice, C1=CC=CC=C1 (benzene). Reaction conditions: time 16 hour. Product: C(=O)C1=CC=C(CN2C(=NC(=C2CO)Cl)CCCC)C=C1 (1-(4-formyl-benzyl)-2-butyl-4-chloro-5-hydroxymethylimidazole). Reaction SMILES: [C:1]([C:3]1[CH:21]=[CH:20][C:6]([CH2:7][N:8]2[C:12]([CH2:13][OH:14])=[C:11]([Cl:15])[N:10]=[C:9]2[CH2:16][CH2:17][CH2:18][CH3:19])=[CH:5][CH:4]=1)#N.[H-].C([Al+]CC(C)C)C(C)C.[OH-:32].[Na+]>C1C=CC=CC=1>[CH:1]([C:3]1[CH:21]=[CH:20][C:6]([CH2:7][N:8]2[C:12]([CH2:13][OH:14])=[C:11]([Cl:15])[N:10]=[C:9]2[CH2:16][CH2:17][CH2:18][CH3:19])=[CH:5][CH:4]=1)=[O:32] |f:1.2,3.4|. Procedure details: To a solution of 5.05 g of 1-(4-cyanobenzyl)-2-butyl-4-chloro-5-hydroxymethylimidazole in 350 mL of benzene at 25° was added dropwise 22.8 mL of diisobutylaluminum hydride (0.15M in toluene). The mixture was warmed to 45° and stirred for 16 hours. After cooling, the reaction mixture was poured in ice-cold 20% aqueous sulfuric acid. This solution was allowed to warm to 25° and then stirred for 2 hours. The solution was cooled to 0°, neutralized using aqueous sodium hydroxide and extracted with et... Starting materials: C(C(C)(C)C)=O (pivalaldehyde), ClC1=CC=C(C[Mg]Cl)C=C1 (p-chlorobenzylmagnesium chloride), Cl (hydrochloride), aqueous solution. Run in CCOCC (ether), CCOCC (ether). Yields the product ClC1=CC=C(C=C1)CC(C(C)(C)C)O (1-(p-chlorophenyl)-3,3-dimethyl-2-butanol). Yield: 98.7%. RXN SMILES: [CH:1](=[O:6])[C:2]([CH3:5])([CH3:4])[CH3:3].[Cl:7][C:8]1[CH:16]=[CH:15][C:11]([CH2:12][Mg]Cl)=[CH:10][CH:9]=1.Cl>CCOCC>[Cl:7][C:8]1[CH:16]=[CH:15][C:11]([CH2:12][CH:1]([OH:6])[C:2]([CH3:5])([CH3:4])[CH3:3])=[CH:10][CH:9]=1. Procedure: A 10 ml quantity of ether solution of 4.3 g of (0.05 mole) of pivalaldehyde was added dropwise to a solution of p-chlorobenzylmagnesium chloride (0.055 mole) in 100 ml of ether with cooling and stirring. The mixture was thereafter stirred at room temperature for 1 hour and then placed into 5% aqueous solution of hydrochloride acid containing pieces of ice. After separating off the oily layer, the aqueous layer was subjected to extraction with ether. The ethereal extract and the oily layer were c... The reactants are C(#N)C=1C=C(C=2C(=CN(C2C1)C(C)C)C)C(=O)NCC=1C(NC(=CC1CCC)C)=O (6-cyano-3-methyl-1-(1-methylethyl)-N-[(6-methyl-2-oxo-4-propyl-1,2-dihydro-3-pyridinyl)methyl]-1H-indole-4-carboxamide), Ice water, CCOC(=O)C (EtOAc), [OH-].[K+] (KOH), C(C)O (Ethanol). Reaction conditions: time 20 minute. Yields the product CC1=CN(C2=CC(=CC(=C12)C(=O)NCC=1C(NC(=CC1CCC)C)=O)C(=O)O)C(C)C (3-methyl-1-(1-methylethyl)-4-({[(6-methyl-2-oxo-4-propyl-1,2-dihydro-3-pyridinyl)methyl]amino}carbonyl)-1H-indole-6-carboxylic acid). Isolated yield 64.9%. RXN SMILES: C(C1[CH:4]=[C:5]([C:16]([NH:18][CH2:19][C:20]2[C:21](=[O:30])[NH:22][C:23]([CH3:29])=[CH:24][C:25]=2[CH2:26][CH2:27][CH3:28])=[O:17])[C:6]2[C:7]([CH3:15])=[CH:8][N:9]([CH:12]([CH3:14])[CH3:13])[C:10]=2[CH:11]=1)#N.[OH-].[K+].C(O)C.CC[O:38][C:39]([CH3:41])=[O:40]>>[CH3:15][C:7]1[C:6]2[C:10](=[CH:11][C:41]([C:39]([OH:38])=[O:40])=[CH:4][C:5]=2[C:16]([NH:18][CH2:19][C:20]2[C:21](=[O:30])[NH:22][C:23]([CH3:29])=[CH:24][C:25]=2[CH2:26][CH2:27][CH3:28])=[O:17])[N:9]([CH:12]([CH3:13])[CH3:14])[CH:8]=1 |f:1.2|. Reported procedure: To a 5 ml microwave vial was added, 6-cyano-3-methyl-1-(1-methylethyl)-N-[(6-methyl-2-oxo-4-propyl-1,2-dihydro-3-pyridinyl)methyl]-1H-indole-4-carboxamide (100 mg, 0.247 mmol), KOH (41.6 mg, 0.742 mmol) was ground and added followed by Ethanol (8 mL) the reaction was microwaved at 145° C. for 22 hr. The reaction was poured onto acidic Ice water (20 mL) and was stirred for 20 min. EtOAc was added and the mix was stirred an additional 10 min. The layers were separated and the majority of the produ...